describe an organic reaction: reactants, conditions, products, and yield From a dataset of the Open Reaction Database (ORD), a public repository of structured organic reaction records. Starting materials: FC(C(N)CC(=O)O)F (beta-difluoromethyl beta-alanine), S(=O)(Cl)Cl (thionyl chloride), C(C)O (ethanol). Solvent: ClCCl (dichloromethane). Reaction conditions: temperature 25 celsius, time 1 hour. The product is Cl.C(C)OC(CC(C(F)F)N)=O (3-amino-3-difluoromethylpropionic acid ethyl ester hydrochloride). RXN SMILES: [F:1][CH:2]([F:9])[CH:3]([CH2:5][C:6]([OH:8])=[O:7])[NH2:4].S(Cl)([Cl:12])=O.[CH2:14](O)[CH3:15]>ClCCl>[ClH:12].[CH2:14]([O:7][C:6](=[O:8])[CH2:5][CH:3]([NH2:4])[CH:2]([F:9])[F:1])[CH3:15] |f:4.5|. Procedure: A solution of 2 mmole of beta-difluoromethyl beta-alanine in 15 ml of dichloromethane is treated with 2 mmole of thionyl chloride at 25° C. for one hour after which 20 ml of ethanol is added. The solution is stirred at 25° C. for one hour and concentrated to afford 3-amino-3-difluoromethylpropionic acid ethyl ester hydrochloride. Starting materials: 79Br 81Br, COC1=CC=C(C=C1)C1=NOC(=C1C)C(=O)OCC (Ethyl 3-(4-methoxyphenyl)-4-methylisoxazole-5-carboxylate), C1CC(=O)N(C1=O)Br (NBS), C(C1=CC=CC=C1)(=O)OOC(C1=CC=CC=C1)=O (benzoyl peroxide). Solvent: C(Cl)(Cl)(Cl)Cl (carbon tetrachloride). The product is BrCC=1C(=NOC1C(=O)OCC)C1=CC=C(C=C1)OC (Ethyl 4-(bromomethyl)-3-(4-methoxyphenyl)isoxazole-5-carboxylate). As a reaction SMILES: [CH3:1][O:2][C:3]1[CH:8]=[CH:7][C:6]([C:9]2[C:13]([CH3:14])=[C:12]([C:15]([O:17][CH2:18][CH3:19])=[O:16])[O:11][N:10]=2)=[CH:5][CH:4]=1.C1C(=O)N([Br:27])C(=O)C1.C(OOC(=O)C1C=CC=CC=1)(=O)C1C=CC=CC=1>C(Cl)(Cl)(Cl)Cl>[Br:27][CH2:14][C:13]1[C:9]([C:6]2[CH:5]=[CH:4][C:3]([O:2][CH3:1])=[CH:8][CH:7]=2)=[N:10][O:11][C:12]=1[C:15]([O:17][CH2:18][CH3:19])=[O:16]. Procedure details: Ethyl 3-(4-methoxyphenyl)-4-methylisoxazole-5-carboxylate (12.4 g, 47.5 mmol), NBS (10.1 g, 57.0 mmol), and benzoyl peroxide (1.15 g, 4.75 mmol) were added to 250 mL of carbon tetrachloride and the mixture was refluxed for 16 h. The reaction mixture was filtered and the filtrate was removed in vacuo to give a brown solid, which was used in the next reaction without purification. MS: (+) m/z 340.35, 342.33 (M+1, 79Br/81Br).